From a dataset of the Open Reaction Database (ORD), a public repository of structured organic reaction records. describe an organic reaction: reactants, conditions, products, and yield The reactants are FC1=C(C=CC(=C1)F)[C@]1(OC1)[C@H](C)O ((1S)-1-[(2R)-2-(2,4-difluorophenyl)-2-oxiranyl]ethanol), C(C)(C)OC1=CC=C(C=C1)N1C(NN=C1)=O (4-(4-isopropoxyphenyl)-3(2H,4H)-1,2,4-triazolone). Product: FC1=C(C=CC(=C1)F)[C@]1([C@@H](C)N2N=CN(C2=O)C2=CC=C(C=C2)OC(C)C)CO1 (2-[(1R,2S)-2-(2,4-difluorophenyl)-2,3-epoxy-1-methylpropyl]-4-(4-isopropoxyphenyl)-3(2H,4H)-1,2,4-triazolone). Isolated yield 48.8%. Reaction SMILES: [F:1][C:2]1[CH:7]=[C:6]([F:8])[CH:5]=[CH:4][C:3]=1[C@:9]1([C@@H:12](O)[CH3:13])[CH2:11][O:10]1.[CH:15]([O:18][C:19]1[CH:24]=[CH:23][C:22]([N:25]2[CH:29]=[N:28][NH:27][C:26]2=[O:30])=[CH:21][CH:20]=1)([CH3:17])[CH3:16]>>[F:1][C:2]1[CH:7]=[C:6]([F:8])[CH:5]=[CH:4][C:3]=1[C@:9]1([O:10][CH2:11]1)[C@H:12]([N:27]1[C:26](=[O:30])[N:25]([C:22]2[CH:21]=[CH:20][C:19]([O:18][CH:15]([CH3:17])[CH3:16])=[CH:24][CH:23]=2)[CH:29]=[N:28]1)[CH3:13]. Procedure details: In the same manner as in Reference Example 5, starting from 1.43 g of (1S)-1-[(2R)-2-(2,4-difluorophenyl)-2-oxiranyl]ethanol and 0.94 g of 4-(4-isopropoxyphenyl)-3(2H,4H)-1,2,4-triazolone, 2-[(1R,2S)-2-(2,4-difluorophenyl)-2,3-epoxy-1-methylpropyl]-4-(4-isopropoxyphenyl)-3(2H,4H)-1,2,4-triazolone (0.84 g) was obtained as a colorless oil. The reactants are CNCC1=CC=CC=C1 (N-Methylbenzylamine), CCN(C(C)C)C(C)C (Hunig's base), BrCC(=O)OC (Methyl bromoacetate). The solvent is C(Cl)Cl (CH2Cl2). Reaction conditions: temperature 0 celsius, time 16 hour. Yields the product COC(CN(C)CC1=CC=CC=C1)=O ((Benzyl-methyl-amino)-acetic acid methyl ester). Reaction SMILES: Br[CH2:2][C:3]([O:5][CH3:6])=[O:4].[CH3:7][NH:8][CH2:9][C:10]1[CH:15]=[CH:14][CH:13]=[CH:12][CH:11]=1.CCN(C(C)C)C(C)C>C(Cl)Cl>[CH3:6][O:5][C:3](=[O:4])[CH2:2][N:8]([CH2:9][C:10]1[CH:15]=[CH:14][CH:13]=[CH:12][CH:11]=1)[CH3:7]. Procedure: Methyl bromoacetate (10 g, 65.4 mmol, 1.0 equiv) was dissolved in 100 mL of CH2Cl2 which was then cooled to 0° C. N-Methylbenzylamine (7.92 g, 65.4 mmol, 1.0 equiv) was added dropwise over a 10 min period at which time Hunig's base (21 g, 163 mmol, 2.49 equiv) was added and the reaction was allowed to warm to room temperature and was stirred for 16 h. The reaction was diluted with 50 mL of saturated bicarbarbonate and the layers were separated. The organic layer was washed once more with 50 mL o... Reaction conditions: temperature 90 celsius, time 1 hour. Reagents/catalysts: CC(=O)[O-].CC(=O)[O-].[Pd+2] (Pd(OAc)2), C1(=CC=CC=C1)P([C-]1C=CC=C1)C1=CC=CC=C1.[C-]1(C=CC=C1)P(C1=CC=CC=C1)C1=CC=CC=C1.[Fe+2] (1,1′-bis(diphenylphosphino)-ferrocene). RXN SMILES: [C:1]([O:7][CH2:8][CH3:9])(=[O:6])[CH2:2][CH2:3][CH:4]=[CH2:5].B1C2CCCC1CCC2.Cl[C:20]1[N:25]=[C:24]([NH2:26])[N:23]=[C:22]([NH2:27])[CH:21]=1.C([O-])([O-])=O.[K+].[K+]>CC([O-])=O.CC([O-])=O.[Pd+2].C1(P(C2C=CC=CC=2)[C-]2C=CC=C2)C=CC=CC=1.[C-]1(P(C2C=CC=CC=2)C2C=CC=CC=2)C=CC=C1.[Fe+2].CN(C=O)C>[CH2:8]([O:7][C:1](=[O:6])[CH2:2][CH2:3][CH2:4][CH2:5][C:20]1[N:25]=[C:24]([NH2:26])[N:23]=[C:22]([NH2:27])[CH:21]=1)[CH3:9] |f:3.4.5,6.7.8,9.10.11|. Product: C(C)OC(CCCCC1=CC(=NC(=N1)N)N)=O (5-(2,4-diaminopyrimid-6-yl)pentanoic acid ethyl ester). Solvent: CN(C)C=O (DMF). Starting materials: C(CCC=C)(=O)OCC (Ethyl 4-pentenoate), B1C2CCCC1CCC2 (9-BBN), ClC1=CC(=NC(=N1)N)N (6-chloro-2,4-diaminopyrimidine), C(=O)([O-])[O-].[K+].[K+] (K2CO3). Procedure details: Ethyl 4-pentenoate (4.93 gm, 38.4 mmol) was treated with 9-BBN (92.2 mL, 46.1 mmol; 0.5M in THF) at room temperature for 16 hours. To this solution was added Pd(OAc)2 (863 mg, 3.84 mmol), 6-chloro-2,4-diaminopyrimidine (2-1, 5.0 g, 34.6 mmol), K2CO3 (7.95 g, 57.6 mmol), 1,1′-bis(diphenylphosphino)-ferrocene (2.13 g, 3.84 mmol) and DMF (100 mL). The mixture was degassed with argon for 10 minutes then heated to 90° C. for 24 hours. The reaction mixture was cooled and stirred with ethanolamine (10 ... The reactants are C(C)(=O)N1[C@H](C[C@H](C2=CC(=CC=C12)C1=NC=C(C(=O)OCC)C=C1)NC1=NC=C(C=C1)[N+](=O)[O-])C (ethyl 6-((2S,4R)-1-acetyl-2-methyl-4-((5-nitropyridin-2-yl)amino)-1,2,3,4-tetrahydroquinolin-6-yl)nicotinate), Intermediate 25, C(=O)[O-].[NH4+] (ammonium formate). Reagents/catalysts: [Pd] (palladium on carbon). Solvent: C(C)O (ethanol). The product is C(C)(=O)N1[C@H](C[C@H](C2=CC(=CC=C12)C1=NC=C(C(=O)OCC)C=C1)NC1=NC=C(C=C1)N)C (ethyl 6-((2S,4R)-1-acetyl-4-((5-aminopyridin-2-yl)amino)-2-methyl-1,2,3,4-tetrahydroquinolin-6-yl)nicotinate). Isolated yield 61.6%. As a reaction SMILES: [C:1]([N:4]1[C:13]2[C:8](=[CH:9][C:10]([C:14]3[CH:24]=[CH:23][C:17]([C:18]([O:20][CH2:21][CH3:22])=[O:19])=[CH:16][N:15]=3)=[CH:11][CH:12]=2)[C@H:7]([NH:25][C:26]2[CH:31]=[CH:30][C:29]([N+:32]([O-])=O)=[CH:28][N:27]=2)[CH2:6][C@@H:5]1[CH3:35])(=[O:3])[CH3:2].C([O-])=O.[NH4+]>[Pd].C(O)C>[C:1]([N:4]1[C:13]2[C:8](=[CH:9][C:10]([C:14]3[CH:24]=[CH:23][C:17]([C:18]([O:20][CH2:21][CH3:22])=[O:19])=[CH:16][N:15]=3)=[CH:11][CH:12]=2)[C@H:7]([NH:25][C:26]2[CH:31]=[CH:30][C:29]([NH2:32])=[CH:28][N:27]=2)[CH2:6][C@@H:5]1[CH3:35])(=[O:3])[CH3:2] |f:1.2|. Reported procedure: To a flask charged with ethyl 6-((2S,4R)-1-acetyl-2-methyl-4-((5-nitropyridin-2-yl)amino)-1,2,3,4-tetrahydroquinolin-6-yl)nicotinate (for a preparation see Intermediate 25)(780 mg, 1.640 mmol), ammonium formate (1034 mg, 16.40 mmol) and palladium on carbon (10% Pd/C) (160 mg, 1.503 mmol) was added ethanol (15 ml) and the resulting mixture was refluxed for 45 min. The reaction was cooled to room temperature, filtered through Celite™, the residue washed with EtOH and the combined filtrate and wash... Starting materials: N1CCCCC1 (piperidine), FC(C=1C=C(C=CC1)NC(=CC#N)C)(F)F (3-{[3-(Trifluoromethyl)phenyl]amino}-2-butenenitrile), C(=O)C1=CC=C(C#N)C=C1 (4-formylbenzonitrile), C(#N)CC(=O)OCC (ethyl cyanoacetate). The solvent is C(C)O (ethanol). Product: NC=1N(C(=C(C(C1C(=O)OCC)C1=CC=C(C=C1)C#N)C#N)C)C1=CC(=CC=C1)C(F)(F)F (Ethyl 2-amino-5-cyano-4-(4-cyanophenyl)-6-methyl-1-[3-(trifluoromethyl)phenyl]-1,4-dihydro-3-pyridinecarboxylate). Reaction SMILES: [F:1][C:2]([F:16])([F:15])[C:3]1[CH:4]=[C:5]([NH:9][C:10]([CH3:14])=[CH:11][C:12]#[N:13])[CH:6]=[CH:7][CH:8]=1.[CH:17]([C:19]1[CH:26]=[CH:25][C:22]([C:23]#[N:24])=[CH:21][CH:20]=1)=O.[C:27]([CH2:29][C:30]([O:32][CH2:33][CH3:34])=[O:31])#[N:28].N1CCCCC1>C(O)C>[NH2:28][C:27]1[N:9]([C:5]2[CH:6]=[CH:7][CH:8]=[C:3]([C:2]([F:15])([F:16])[F:1])[CH:4]=2)[C:10]([CH3:14])=[C:11]([C:12]#[N:13])[CH:17]([C:19]2[CH:26]=[CH:25][C:22]([C:23]#[N:24])=[CH:21][CH:20]=2)[C:29]=1[C:30]([O:32][CH2:33][CH3:34])=[O:31]. Procedure details: Under argon, 100 mg (0.44 mmol) of the compound of Example 2A, 57.97 mg (0.44 mmol) 4-formylbenzonitrile and 50.01 mg (0.44 mmol) ethyl cyanoacetate are dissolved in 2 ml ethanol. 3.76 mg (4.4 μl, 0.04 mmol) piperidine are added, and the mixture is stirred at reflux overnight. After cooling down to room temperature, the formed crystals are filtered and washed twice with ethanol. The crude product is purified by column chromatography with cyclohexane/ethyl acetate mixtures as eluent.